This data is from the Open Reaction Database (ORD), a public repository of structured organic reaction records. The task is: describe an organic reaction: reactants, conditions, products, and yield Starting materials: ClC1=C(OCC(=O)NC=2C=C(C(=O)O)C=CN2)C=CC(=C1)Cl (2-[2-(2,4-dichloro-phenoxy)-acetylamino]-isonicotinic acid), CNC (dimethylamine), C(CCl)Cl (EDC), C=1C=CC2=C(C1)N=NN2O (HOBt), CCN(C(C)C)C(C)C (DIPEA). The solvent is CN(C)C=O (DMF). Product: ClC1=C(OCC(=O)NC=2C=C(C(=O)N(C)C)C=CN2)C=CC(=C1)Cl (2-[2-(2,4-dichloro-phenoxy)-acetylamino]-N,N-dimethyl-isonicotinamide). Isolated yield 46.3%. As a reaction SMILES: [Cl:1][C:2]1[CH:21]=[C:20]([Cl:22])[CH:19]=[CH:18][C:3]=1[O:4][CH2:5][C:6]([NH:8][C:9]1[CH:10]=[C:11]([CH:15]=[CH:16][N:17]=1)[C:12]([OH:14])=O)=[O:7].[CH3:23][NH:24][CH3:25].C(Cl)CCl.C1C=CC2N(O)N=NC=2C=1.CCN(C(C)C)C(C)C>CN(C=O)C>[Cl:1][C:2]1[CH:21]=[C:20]([Cl:22])[CH:19]=[CH:18][C:3]=1[O:4][CH2:5][C:6]([NH:8][C:9]1[CH:10]=[C:11]([CH:15]=[CH:16][N:17]=1)[C:12]([N:24]([CH3:25])[CH3:23])=[O:14])=[O:7]. Procedure: To solution of 2-[2-(2,4-dichloro-phenoxy)-acetylamino]-isonicotinic acid (100.0 mg, 0.31 mmol), dimethylamine (0.24 ml, 0.47 mmol, in 2.0 M tetrahydrofuran), EDC (90.1 mg, 0.47 mmol) and HOBt (63.5 mg, 0.47 mmol) in DMF 4 ml was added DIPEA (60.8 mg, 0.08 ml, 0.47 mmol), and stirred. Reaction mixture was then partitioned between ethyl acetate and 10% HCl. The organic phase was washed with brine, dried over anhydrous MgSO4, and concentrated. The residue was purified by preparative-TLC (n-Hexane:... The reactants are CCO, O=Cc1cc(Cl)c(Cl)cc1[N+](=O)[O-], [Fe+2], O, O, O, O, O, O, O, O, O=S(=O)([O-])[O-]. The product is Nc1cc(Cl)c(Cl)cc1C=O. RXN SMILES: [CH3:14][CH2:15][OH:16].[Cl:1][c:2]1[cH:3][c:4]([CH:5]=[O:6])[c:7]([N+:11]([O-:12])=[O:13])[cH:8][c:9]1[Cl:10].[Fe+2:30].[OH2:17].[OH2:18].[OH2:19].[OH2:20].[OH2:21].[OH2:22].[OH2:23].[OH2:24].[S:25]([O-:26])([O-:27])(=[O:28])=[O:29]>>[Cl:1][c:2]1[cH:3][c:4]([CH:5]=[O:6])[c:7]([NH2:11])[cH:8][c:9]1[Cl:10]. The reactants are BrCC(=O)C1=CC=CC=C1 (bromoacetophenone), polyphosphoric acid, CC1=C(OCC(=O)C2=CC=CC=C2)C=CC(=C1C)OCC(C1=CC=CC=C1)=O (2-[2,3-Dimethyl-4-(2-oxo-2-phenyl-ethoxy)-phenoxy]-1-phenyl-ethanone), O (water). Run in C=1(C(=CC=CC1)C)C (xylene). Product: CC1=C(C=2OC=C(C2C2=C1OC=C2C2=CC=CC=C2)C2=CC=CC=C2)C (4,5-dimethyl-1,8-diphenyl-benzo[1,2-b;4,3-b′]difuran). Reaction SMILES: [CH3:1][C:2]1[C:17]([CH3:18])=[C:16]([O:19][CH2:20][C:21](=O)[C:22]2[CH:27]=[CH:26][CH:25]=[CH:24][CH:23]=2)[CH:15]=[CH:14][C:3]=1[O:4][CH2:5][C:6](C1C=CC=CC=1)=O.BrCC([C:33]1[CH:38]=[CH:37][CH:36]=[CH:35][CH:34]=1)=O.O>C1(C)C(C)=CC=CC=1>[CH3:18][C:17]1[C:16]2[O:19][CH:20]=[C:21]([C:22]3[CH:27]=[CH:26][CH:25]=[CH:24][CH:23]=3)[C:15]=2[C:14]2[C:6]([C:33]3[CH:38]=[CH:37][CH:36]=[CH:35][CH:34]=3)=[CH:5][O:4][C:3]=2[C:2]=1[CH3:1]. Procedure: A mixture of 2-[2,3-Dimethyl-4-(2-oxo-2-phenyl-ethoxy)-phenoxy]-1-phenyl-ethanone (480 mg, 1.28 mmol) synthesized as described in Example 11, an excess of bromoacetophenone, and polyphosphoric acid (PPA, 100 mg) in xylene (10 mL) was stirred at 150° C. for 10 h. The mixture was then poured into water, extracted with EtOAc, the organic layer was washed with water and brine, dried over MgSO4 and concentrated. The residue was purified by silica gel column eluting with 10-20% EtOAc in hexane to give... Reactants: C(C1=CC=CC=C1)=C1C[C@H](N(C1)C(=O)OC(C)(C)C)C(=O)O ((2S,4EZ)-4-benzylidene-1-(tert-butoxycarbonyl)-2-pyrrolidinecarboxylic acid), CN(CCCC(=O)Cl)C (4-(dimethylamino)butanoyl chloride), C(C)N1C2=CC=CC=C2C=2C=C(C=CC12)N (9-ethyl-9H-carbazol-3-amine). Product: C(C1=CC=CC=C1)=C1C[C@H](N(C1)C(CCCN(C)C)=O)C(=O)NC=1C=CC=2N(C3=CC=CC=C3C2C1)CC ((2S,4EZ)-4-benzylidene-1-[4-(dimethylamino)butanoyl]-N-(9-ethyl-9H-carbazol-3-yl)-2-pyrolidinecarboxamide). Procedure details: Following the general method as outlined in Example 22, starting from (2S,4EZ)-4-benzylidene-1-(tert-butoxycarbonyl)-2-pyrrolidinecarboxylic acid, 4-(dimethylamino)butanoyl chloride, and 9-ethyl-9H-carbazol-3-amine the title compound was obtained in 74% purity by LC/MS. MS(ESI+): m/z=509.4. RXN SMILES: [CH:1](=[C:8]1[CH2:12][N:11]([C:13]([O:15]C(C)(C)C)=O)[C@H:10]([C:20]([OH:22])=O)[CH2:9]1)[C:2]1[CH:7]=[CH:6][CH:5]=[CH:4][CH:3]=1.[CH3:23][N:24]([CH3:31])[CH2:25][CH2:26][CH2:27]C(Cl)=O.[CH2:32]([N:34]1[C:46]2[CH:45]=[CH:44][C:43]([NH2:47])=[CH:42][C:41]=2[C:40]2[C:35]1=[CH:36][CH:37]=[CH:38][CH:39]=2)[CH3:33]>>[CH:1](=[C:8]1[CH2:12][N:11]([C:13](=[O:15])[CH2:27][CH2:26][CH2:25][N:24]([CH3:31])[CH3:23])[C@H:10]([C:20]([NH:47][C:43]2[CH:44]=[CH:45][C:46]3[N:34]([CH2:32][CH3:33])[C:35]4[C:40]([C:41]=3[CH:42]=2)=[CH:39][CH:38]=[CH:37][CH:36]=4)=[O:22])[CH2:9]1)[C:2]1[CH:3]=[CH:4][CH:5]=[CH:6][CH:7]=1. The reactants are C(CCC)[Li] (n-butyllithium), O (water), BrC1=CC=C(C=C1)C(F)(F)F (4-bromobenzotrifluoride), Cl.C(C1=CC=CC=C1)CNCC1C(C2=CC=CC=C2CC1)=O (2-(N-benzylmethylamino)methyl-3,4-dihydro-2H-naphthalen-1-one hydrochloride). The solvent is CCCCCC (hexane), C(C)OCC (diethyl ether). Run at temperature -78 celsius, time 15 minute. Yields the product C(C1=CC=CC=C1)CNCC1C(C2=CC=CC=C2CC1)(O)C1=CC=C(C=C1)C(F)(F)F (2-(N-Benzylmethylamino)methyl-1-(4-trifluoromethylphenyl)-3,4-dihydro-2H-naphthalen-1-ol). RXN SMILES: C([Li])CCC.Br[C:7]1[CH:12]=[CH:11][C:10]([C:13]([F:16])([F:15])[F:14])=[CH:9][CH:8]=1.Cl.[CH2:18]([CH2:25][NH:26][CH2:27][CH:28]1[CH2:37][CH2:36][C:35]2[C:30](=[CH:31][CH:32]=[CH:33][CH:34]=2)[C:29]1=[O:38])[C:19]1[CH:24]=[CH:23][CH:22]=[CH:21][CH:20]=1.O>CCCCCC.C(OCC)C>[CH2:18]([CH2:25][NH:26][CH2:27][CH:28]1[CH2:37][CH2:36][C:35]2[C:30](=[CH:31][CH:32]=[CH:33][CH:34]=2)[C:29]1([C:7]1[CH:12]=[CH:11][C:10]([C:13]([F:16])([F:15])[F:14])=[CH:9][CH:8]=1)[OH:38])[C:19]1[CH:20]=[CH:21][CH:22]=[CH:23][CH:24]=1 |f:2.3|. Procedure details: To a cooled (−78° C.), stirred mixture of n-butyllithium in hexane (1.6 M, 34.7 cm3) and diethyl ether (25 cm3) was added 4-bromobenzotrifluoride (7.8 g). After a further 15 min, 2-(N-benzylmethylamino)methyl-3,4-dihydro-2H-naphthalen-1-one hydrochloride (prepared using methods described in Process 1) was added portion-wise. The reaction mixture was then stirred for 1 h before being allowed to warm to room temperature and then water (50 cm3) was added. The organic layer was separated and washed ... Reactants: C1(=CC=CC=C1)OC(NC1=C(C=C(C=C1)OC1=CC=NC2=CC(=C(C=C12)C(N)=O)OC)C(F)(F)F)=O ([4-(6-carbamoyl-7-methoxy-4-quinolyl)oxy-2-trifluoromethylphenyl]carbamic acid phenyl ester), CN (methylamine). Run at time 10 minute. The product is C(N)(=O)C=1C=C2C(=CC=NC2=CC1OC)OC1=CC(=C(C=C1)NC(=O)NC)C(F)(F)F (N-[4-(6-Carbamoyl-7-methoxy-4-quinolyl)oxy-2-trifluoromethylphenyl]-N′-methylurea). As a reaction SMILES: C1([O:7][C:8](=O)[NH:9][C:10]2[CH:15]=[CH:14][C:13]([O:16][C:17]3[C:26]4[C:21](=[CH:22][C:23]([O:30][CH3:31])=[C:24]([C:27](=[O:29])[NH2:28])[CH:25]=4)[N:20]=[CH:19][CH:18]=3)=[CH:12][C:11]=2[C:32]([F:35])([F:34])[F:33])C=CC=CC=1.[CH3:37][NH2:38]>>[C:27]([C:24]1[CH:25]=[C:26]2[C:21](=[CH:22][C:23]=1[O:30][CH3:31])[N:20]=[CH:19][CH:18]=[C:17]2[O:16][C:13]1[CH:14]=[CH:15][C:10]([NH:9][C:8]([NH:38][CH3:37])=[O:7])=[C:11]([C:32]([F:34])([F:33])[F:35])[CH:12]=1)(=[O:29])[NH2:28]. Procedure: After adding [4-(6-carbamoyl-7-methoxy-4-quinolyl)oxy-2-trifluoromethylphenyl]carbamic acid phenyl ester (25 mg) to methylamine 2N tetrahydrofuran solution (1.00 ml), the mixture was stirred for 10 minutes. The precipitated crystals were filtered out and washed with tetrahydrofuran to obtain the title compound (10 mg). Reactants: BrC=1C=C(C=NC1)C(N)=NO (5-bromo-N′-hydroxypyridine-3-carboximidamide), C(C)(=O)Cl (acetyl chloride), C(C)(=O)Cl (acetyl chloride). Run in CCOC(=O)C (EtOAc), C(=O)(O)[O-].[Na+] (NaHCO3), N1=CC=CC=C1 (pyridine). Reaction conditions: temperature 100 celsius, time 1 hour. Product: BrC=1C=NC=C(C1)C1=NOC(=N1)C (3-bromo-5-(5-methyl-1,2,4-oxadiazol-3-yl)pyridine). As a reaction SMILES: [Br:1][C:2]1[CH:3]=[C:4]([C:8](=[N:10][OH:11])[NH2:9])[CH:5]=[N:6][CH:7]=1.[C:12](Cl)(=O)[CH3:13]>N1C=CC=CC=1.CCOC(C)=O.C([O-])(O)=O.[Na+]>[Br:1][C:2]1[CH:7]=[N:6][CH:5]=[C:4]([C:8]2[N:9]=[C:12]([CH3:13])[O:11][N:10]=2)[CH:3]=1 |f:4.5|. Procedure: To a solution of 5-bromo-N′-hydroxypyridine-3-carboximidamide (1.0 eq.) in pyridine was added acetyl chloride (2 eq). The reaction stirred at 100° C. for 1 h and 2 eq of acetyl chloride was added. After 1 h, the mixture was cooled, diluted with EtOAc and aqueous NaHCO3. The organic extracts were washed with aqueous NaHCO3, brine, dried over Na2SO4, filtered and concentrated. Flash chromatography (Hex:EtOAc; 70:30) afforded the title compound as a white solid. The reactants are COC(=O)CCCC=CCC1C(OC(C)=O)CC(OC2CCCCO2)C1C=O, COC(C)(C)C, CCCCC(F)(F)C(=O)CP(=O)(OC)OC, [Li+], [OH-], O, O. Yields the product CCCCC(F)(F)C(=O)C=CC1C(OC2CCCCO2)CC(OC(C)=O)C1CC=CCCCC(=O)OC. As a reaction SMILES: [C:20]([CH3:21])(=[O:22])[O:23][CH:24]1[CH2:25][CH:26]([O:41][CH:42]2[O:43][CH2:44][CH2:45][CH2:46][CH2:47]2)[CH:27]([CH:39]=[O:40])[CH:28]1[CH2:29][CH:30]=[CH:31][CH2:32][CH2:33][CH2:34][C:35](=[O:36])[O:37][CH3:38].[CH3:48][O:49][C:50]([CH3:51])([CH3:52])[CH3:53].[F:1][C:2]([C:3]([CH2:4][P:5](=[O:6])([O:7][CH3:8])[O:9][CH3:10])=[O:11])([CH2:12][CH2:13][CH2:14][CH3:15])[F:16].[Li+:19].[OH-:18].[OH2:17].[OH2:54]>>[F:1][C:2]([C:3]([CH:4]=[CH:39][CH:27]1[CH:26]([O:41][CH:42]2[O:43][CH2:44][CH2:45][CH2:46][CH2:47]2)[CH2:25][CH:24]([O:23][C:20]([CH3:21])=[O:22])[CH:28]1[CH2:29][CH:30]=[CH:31][CH2:32][CH2:33][CH2:34][C:35](=[O:36])[O:37][CH3:38])=[O:11])([CH2:12][CH2:13][CH2:14][CH3:15])[F:16]. Reaction SMILES: [CH:34]([OH:35])([CH3:36])[CH3:37].[Cl:20][c:21]1[cH:22][cH:23][c:24]([C:32]#[N:33])[c:25]([O:26][CH2:27][CH:28]2[CH2:29][O:30]2)[cH:31]1.[NH2:1][C:2]([CH2:3][NH:4][c:5]1[cH:6][cH:7][c:8]([C:11]2=[N:16][NH:15][C:14](=[O:17])[CH2:13][CH2:12]2)[cH:9][cH:10]1)([CH3:18])[CH3:19]>>[NH:1]([C:2]([CH2:3][NH:4][c:5]1[cH:6][cH:7][c:8]([C:11]2=[N:16][NH:15][C:14](=[O:17])[CH2:13][CH2:12]2)[cH:9][cH:10]1)([CH3:18])[CH3:19])[CH2:29][CH:28]([CH2:27][O:26][c:25]1[c:24]([C:32]#[N:33])[cH:23][cH:22][c:21]([Cl:20])[cH:31]1)[OH:30]. The reactants are CC(C)O, N#Cc1ccc(Cl)cc1OCC1CO1, CC(C)(N)CNc1ccc(C2=NNC(=O)CC2)cc1. The product is CC(C)(CNc1ccc(C2=NNC(=O)CC2)cc1)NCC(O)COc1cc(Cl)ccc1C#N.